This data is from the Open Reaction Database (ORD), a public repository of structured organic reaction records. The task is: describe an organic reaction: reactants, conditions, products, and yield Starting materials: BrC=1C=NC=2N(C1)N=C(C2)C(=O)O (6-bromo-pyrazolo[1,5-a]pyrimidine-2-carboxylic acid), CC1NCCC2=C1C=CN2 (4-methyl-4,5,6,7-tetrahydro-1H-pyrrolo[3,2-c]pyridine). The product is BrC=1C=NC=2N(C1)N=C(C2)C(=O)N2C(C1=C(CC2)NC=C1)C ((6-Bromo-pyrazolo[1,5-a]pyrimidin-2-yl)-(4-methyl-1,4,6,7-tetrahydro-pyrrolo[3,2-c]pyridin-5-yl)-methanone). As a reaction SMILES: [Br:1][C:2]1[CH:3]=[N:4][C:5]2[N:6]([N:8]=[C:9]([C:11]([OH:13])=O)[CH:10]=2)[CH:7]=1.[CH3:14][CH:15]1[C:20]2[CH:21]=[CH:22][NH:23][C:19]=2[CH2:18][CH2:17][NH:16]1>>[Br:1][C:2]1[CH:3]=[N:4][C:5]2[N:6]([N:8]=[C:9]([C:11]([N:16]3[CH2:17][CH2:18][C:19]4[NH:23][CH:22]=[CH:21][C:20]=4[CH:15]3[CH3:14])=[O:13])[CH:10]=2)[CH:7]=1. Procedure: In close analogy to the procedure described in Example 1, 6-bromo-pyrazolo[1,5-a]pyrimidine-2-carboxylic acid is reacted with 4-methyl-4,5,6,7-tetrahydro-1H-pyrrolo[3,2-c]pyridine to provide the title compound in moderate yield.